This data is from the Open Reaction Database (ORD), a public repository of structured organic reaction records. The task is: describe an organic reaction: reactants, conditions, products, and yield The reactants are C1(=CC=CC=C1)C(=C(C#N)C#N)CC#N (2-phenyl-1-propene-1,1,3-tricarbonitrile), C(CCC)N(C1=CC=C(C=C1)N=O)CCCC (N,N-dibutyl-4-nitrosoaniline). Yields the product C(C)N(C1=CC=C(C=C1)N=C(C(=C(C#N)C#N)C1=CC=CC=C1)C#N)CC (3-[[4-(diethylamino)phenyl]imino]-2-phenyl-1-propene-1,1,3-tricarbonitrile). Reaction SMILES: [C:1]1([C:7]([CH2:13][C:14]#[N:15])=[C:8]([C:11]#[N:12])[C:9]#[N:10])[CH:6]=[CH:5][CH:4]=[CH:3][CH:2]=1.[CH2:16]([N:20]([CH2:29][CH2:30]CC)[C:21]1[CH:26]=[CH:25][C:24]([N:27]=O)=[CH:23][CH:22]=1)[CH2:17]CC>>[CH2:29]([N:20]([CH2:16][CH3:17])[C:21]1[CH:26]=[CH:25][C:24]([N:27]=[C:13]([C:14]#[N:15])[C:7]([C:1]2[CH:6]=[CH:5][CH:4]=[CH:3][CH:2]=2)=[C:8]([C:11]#[N:12])[C:9]#[N:10])=[CH:23][CH:22]=1)[CH3:30]. Reported procedure: The above procedure was used for the preparation of 3-[[4-dibutylamino)phenyl]imino]-2-phenyl-1-propene-1,1,3-tricarbonitrile using N,N-dibutyl-4-nitrosoaniline in place of N,N-diethyl-4-nitrosoaniline. Reaction SMILES: [CH:1]1([N:4]([CH2:39][C:40]2[CH:45]=[C:44]([CH2:46][CH2:47][CH2:48][O:49][CH3:50])[CH:43]=[C:42]([OH:51])[CH:41]=2)[C:5]([C@@H:7]2[C@@H:12]([C:13]3[CH:18]=[CH:17][C:16]([O:19][CH2:20][CH2:21][O:22][C:23]4[C:28]([Cl:29])=[CH:27][C:26]([CH3:30])=[CH:25][C:24]=4[Cl:31])=[CH:15][CH:14]=3)[CH2:11][CH2:10][N:9]([C:32]([O:34][C:35]([CH3:38])([CH3:37])[CH3:36])=[O:33])[CH2:8]2)=[O:6])[CH2:3][CH2:2]1.C(=O)([O-])[O-].[K+].[K+].Cl.Cl[CH2:60][CH2:61][N:62]([CH3:64])[CH3:63]>CN(C=O)C.CCOCC>[CH:1]1([N:4]([CH2:39][C:40]2[CH:45]=[C:44]([CH2:46][CH2:47][CH2:48][O:49][CH3:50])[CH:43]=[C:42]([O:51][CH2:60][CH2:61][N:62]([CH3:64])[CH3:63])[CH:41]=2)[C:5]([C@@H:7]2[C@@H:12]([C:13]3[CH:14]=[CH:15][C:16]([O:19][CH2:20][CH2:21][O:22][C:23]4[C:28]([Cl:29])=[CH:27][C:26]([CH3:30])=[CH:25][C:24]=4[Cl:31])=[CH:17][CH:18]=3)[CH2:11][CH2:10][N:9]([C:32]([O:34][C:35]([CH3:38])([CH3:37])[CH3:36])=[O:33])[CH2:8]2)=[O:6])[CH2:3][CH2:2]1 |f:1.2.3,4.5|. Reaction conditions: temperature 80 celsius, time 4 hour. The reactants are C1(CC1)N(C(=O)[C@H]1CN(CC[C@@H]1C1=CC=C(C=C1)OCCOC1=C(C=C(C=C1Cl)C)Cl)C(=O)OC(C)(C)C)CC1=CC(=CC(=C1)CCCOC)O (tert-butyl (3R,4S)-3-({cyclopropyl[3-hydroxy-5-(3-methoxy-propyl)benzyl]amino}carbonyl)-4-{4-[2-(2,6-dichloro-4-methylphenoxy)ethoxy]-phenyl}piperidine-1-carboxylate), C([O-])([O-])=O.[K+].[K+] (potassium carbonate), Cl.ClCCN(C)C (2-chloro-N,N-dimethylethanamine hydrochloride). Yields the product C1(CC1)N(C(=O)[C@H]1CN(CC[C@@H]1C1=CC=C(C=C1)OCCOC1=C(C=C(C=C1Cl)C)Cl)C(=O)OC(C)(C)C)CC1=CC(=CC(=C1)CCCOC)OCCN(C)C (tert-Butyl (3R,4S)-3-({cyclopropyl[3-[2-(dimethylamino)ethoxy]-5-(3-methoxypropyl)benzyl]amino}carbonyl)-4-{4-[2-(2,6-dichloro-4-methylphenoxy)-ethoxy]phenyl}piperidine-1-carboxylate). Procedure details: To a solution of tert-butyl (3R,4S)-3-({cyclopropyl[3-hydroxy-5-(3-methoxy-propyl)benzyl]amino}carbonyl)-4-{4-[2-(2,6-dichloro-4-methylphenoxy)ethoxy]-phenyl}piperidine-1-carboxylate (1 eq.) from Example 1/Step 2 in DMF was added potassium carbonate (4.4 eq.) and 2-chloro-N,N-dimethylethanamine hydrochloride (2.5 eq.). The reaction was heated to 80° C. and stirred for 4 hr. After cooling to rt, the reaction was diluted with ether. The organic extract was washed with 5% aqueous potassium carbonat... Run in CN(C)C=O (DMF), CCOCC (ether). Reactants: CC[O-], O=Cc1cccnc1Cl, CCOC(=O)CN=[N+]=[N-], [Na+], O. Yields the product CCOC(=O)C(N=[N+]=[N-])C(O)c1cccnc1Cl. Reaction SMILES: [CH3:20][CH2:21][O-:22].[Cl:1][c:2]1[n:3][cH:4][cH:5][cH:6][c:7]1[CH:8]=[O:9].[N:10](=[N+:11]=[N-:12])[CH2:13][C:14](=[O:15])[O:16][CH2:17][CH3:18].[Na+:19].[OH2:23]>>[Cl:1][c:2]1[n:3][cH:4][cH:5][cH:6][c:7]1[CH:8]([OH:9])[CH:13]([N:10]=[N+:11]=[N-:12])[C:14](=[O:15])[O:16][CH2:17][CH3:18]. Reactants: O=C([O-])[O-], CS(C)=O, [Cs+], [Cs+], C[N+](=O)[O-], COC(=O)C=C(C)c1cccnc1. The product is COC(=O)CC(C)(C[N+](=O)[O-])c1cccnc1. Reaction SMILES: [C:18](=[O:19])([O-:20])[O-:21].[CH3:24][S:25]([CH3:26])=[O:27].[Cs+:22].[Cs+:23].[N+:14](=[O:15])([O-:16])[CH3:17].[n:1]1[cH:2][c:3]([C:7](=[CH:8][C:9](=[O:10])[O:11][CH3:12])[CH3:13])[cH:4][cH:5][cH:6]1>>[n:1]1[cH:2][c:3]([C:7]([CH2:8][C:9](=[O:10])[O:11][CH3:12])([CH3:13])[CH2:17][N+:14](=[O:15])[O-:16])[cH:4][cH:5][cH:6]1. The reactants are BrC=1C(=CC2=C(C3=NC(=C(N3CCO2)I)I)C1)F (9-Bromo-8-fluoro-2,3-diiodo-4,5-dihydro-6-oxa-1,3a-diaza-benzo[e]azulene), C(C)[Mg]Br (ethylmagnesium bromide). Solvent: O1CCCC1 (tetrahydrofuran). Run at temperature -40 celsius. Product: BrC=1C(=CC2=C(C3=NC(=CN3CCO2)I)C1)F (9-Bromo-8-fluoro-2-iodo-4,5-dihydro-6-oxa-1,3a-diaza-benzo[e]azulene). The yield is 309.3%. RXN SMILES: [Br:1][C:2]1[C:3]([F:18])=[CH:4][C:5]2[O:14][CH2:13][CH2:12][N:11]3[C:7](=[N:8][C:9]([I:16])=[C:10]3I)[C:6]=2[CH:17]=1.C([Mg]Br)C>O1CCCC1>[Br:1][C:2]1[C:3]([F:18])=[CH:4][C:5]2[O:14][CH2:13][CH2:12][N:11]3[C:7](=[N:8][C:9]([I:16])=[CH:10]3)[C:6]=2[CH:17]=1. Reported procedure: Into a 20-L 4-necked round-bottom flask purged and maintained with an inert atmosphere of nitrogen was placed a solution of 9-Bromo-8-fluoro-2,3-diiodo-4,5-dihydro-6-oxa-1,3a-diaza-benzo[e]azulene (886 g, 1.66 mol, 1.00 equiv) in tetrahydrofuran (7 L), followed by the addition of ethylmagnesium bromide (1987 mL, 1.20 equiv, 1 M) dropwise with stirring at −40° C. The resulting solution was stirred at room temperature for 30 min. This reaction was repeated for 2 times. The reaction was then quench... Reactants: CC(=O)Cl, CSc1ccc(O)cc1C, ClCCl, c1ccncc1. The product is CSc1ccc(OC(C)=O)cc1C. Reaction SMILES: [CH3:17][C:18]([Cl:19])=[O:20].[CH3:1][c:2]1[cH:3][c:4]([OH:10])[cH:5][cH:6][c:7]1[S:8][CH3:9].[Cl:21][CH2:22][Cl:23].[cH:11]1[cH:12][cH:13][n:14][cH:15][cH:16]1>>[CH3:1][c:2]1[cH:3][c:4]([O:10][C:18]([CH3:17])=[O:20])[cH:5][cH:6][c:7]1[S:8][CH3:9].